The task is: describe an organic reaction: reactants, conditions, products, and yield. This data is from the Open Reaction Database (ORD), a public repository of structured organic reaction records. Reactants: NC1=CC=C(OC2=C(C=CC=C2)C2=NC(=NC=C2)NC)C=C1 (4-(2-(4-aminophenoxy)phenyl)-N-methylpyrimidin-2-amine), C1=CC=NC(=C1)OC(=S)OC2=CC=CC=N2 (di-2-pyridyl thionocarbonate). Conditions: time 8 hour. Product: N(=C=S)C1=CC=C(OC2=C(C=CC=C2)C2=NC(=NC=C2)NC)C=C1 (4-(2-(4-isothiocyanatophenoxy)phenyl)-N-methylpyrimidin-2-amine). As a reaction SMILES: [NH2:1][C:2]1[CH:22]=[CH:21][C:5]([O:6][C:7]2[CH:12]=[CH:11][CH:10]=[CH:9][C:8]=2[C:13]2[CH:18]=[CH:17][N:16]=[C:15]([NH:19][CH3:20])[N:14]=2)=[CH:4][CH:3]=1.C1C=C(O[C:30](OC2N=CC=CC=2)=[S:31])N=CC=1>>[N:1]([C:2]1[CH:22]=[CH:21][C:5]([O:6][C:7]2[CH:12]=[CH:11][CH:10]=[CH:9][C:8]=2[C:13]2[CH:18]=[CH:17][N:16]=[C:15]([NH:19][CH3:20])[N:14]=2)=[CH:4][CH:3]=1)=[C:30]=[S:31]. Reported procedure: To a slurry of 4-(2-(4-aminophenoxy)phenyl)-N-methylpyrimidin-2-amine (0.300 g, 1.03 mmol) in MC was added di-2-pyridyl thionocarbonate (0.227 g, 0.977 mmol). The orange reaction was allowed to stir overnight, and was then diluted with MC and washed 4×H2O. The organic layer was dried over anhyd. Na2SO4, filtered, and concentrated in vacuo to give 4-(2-(4-isothiocyanatophenoxy)phenyl)-N-methylpyrimidin-2-amine as an off-white solid. This material was used without further purification. MS m/z=335 ... The reactants are OC1=C(C=CC(=C1)OC)C (2-hydroxy-4-methoxytoluene), C([O-])([O-])=O.[K+].[K+] (potassium carbonate), BrC(C(=O)C1=CC=CC=C1)F (α-bromo-2-fluoroacetophenone). Run in C1=CC=CC=C1 (benzene). The product is FC(C(=O)C1=CC=CC=C1)OC1=C(C=CC(=C1)OC)C (2-fluoro-α-(2-methyl-5-methoxyphenoxy)acetophenone). Reaction SMILES: [OH:1][C:2]1[CH:7]=[C:6]([O:8][CH3:9])[CH:5]=[CH:4][C:3]=1[CH3:10].Br[CH:12]([F:21])[C:13]([C:15]1[CH:20]=[CH:19][CH:18]=[CH:17][CH:16]=1)=[O:14].C(=O)([O-])[O-].[K+].[K+]>C1C=CC=CC=1>[F:21][CH:12]([O:1][C:2]1[CH:7]=[C:6]([O:8][CH3:9])[CH:5]=[CH:4][C:3]=1[CH3:10])[C:13]([C:15]1[CH:20]=[CH:19][CH:18]=[CH:17][CH:16]=1)=[O:14] |f:2.3.4|. Procedure: Using the method described in Example 17, equimolar amounts of 2-hydroxy-4-methoxytoluene and α-bromo-2-fluoroacetophenone are refluxed in benzene in the presence of potassium carbonate to provide 2-fluoro-α-(2-methyl-5-methoxyphenoxy)acetophenone. Recrystallization from cyclohexane provides a tan solid, m.p. 57°-58° C. Run in C1CCOC1 (THF). Conditions: temperature 0 celsius, time 2 hour. Product: C(C)OC(CC1(CC1)CCC(CC1=CC=C(C(=O)OC(C)(C)C)C=C1)CO)=O (tert-Butyl 4-{4-[1-(2-ethoxy-2-oxoethyl)cyclopropyl]-2-(hydroxymethyl)butyl}benzoate). Reported procedure: At −10° C., 25.71 ml (25.71 mmol) of a 1 M borane/THF complex solution are added dropwise to a solution of 5199 mg (12.85 mmol) of 2-[4-(tert-butoxycarbonyl)benzyl]-4-[1-(2-ethoxy-2-oxo-ethyl)cyclopropyl]butanoic acid in 100 ml of THF. After warming to 0° C., the mixture is stirred at this temperature for another two hours and then at room temperature for another hour. After complete conversion, saturated ammonium chloride solution is added, and the reaction mixture is extracted three times with... As a reaction SMILES: [C:1]([O:5][C:6]([C:8]1[CH:29]=[CH:28][C:11]([CH2:12][CH:13]([CH2:17][CH2:18][C:19]2([CH2:22][C:23]([O:25][CH2:26][CH3:27])=[O:24])[CH2:21][CH2:20]2)[C:14](O)=[O:15])=[CH:10][CH:9]=1)=[O:7])([CH3:4])([CH3:3])[CH3:2].[Cl-].[NH4+]>C1COCC1>[CH2:26]([O:25][C:23](=[O:24])[CH2:22][C:19]1([CH2:18][CH2:17][CH:13]([CH2:14][OH:15])[CH2:12][C:11]2[CH:10]=[CH:9][C:8]([C:6]([O:5][C:1]([CH3:2])([CH3:4])[CH3:3])=[O:7])=[CH:29][CH:28]=2)[CH2:21][CH2:20]1)[CH3:27] |f:1.2|. The reactants are C(C)(C)(C)OC(=O)C1=CC=C(CC(C(=O)O)CCC2(CC2)CC(=O)OCC)C=C1 (2-[4-(tert-butoxycarbonyl)benzyl]-4-[1-(2-ethoxy-2-oxo-ethyl)cyclopropyl]butanoic acid), [Cl-].[NH4+] (ammonium chloride). Reactants: FCCC1(N=C(OC1)C)CCC1=CC(=C(C=C1)OCCCCCCC)C(F)(F)F (4-(2-fluoroethyl)-4-[2-(4-heptyloxy-3-trifluoromethylphenyl)ethyl]-2-methyl-2-oxazoline), Cl (hydrochloric acid). Run in C(C)O (ethanol). Run at temperature 70 celsius, time 4.5 hour. The product is Cl.NC(CO)(CCF)CCC1=CC(=C(C=C1)OCCCCCCC)C(F)(F)F (2-amino-4-fluoro-2-[2-(4-heptyloxy-3-trifluoromethylphenyl)ethyl]butanol Hydrochloride). RXN SMILES: [F:1][CH2:2][CH2:3][C:4]1([CH2:10][CH2:11][C:12]2[CH:17]=[CH:16][C:15]([O:18][CH2:19][CH2:20][CH2:21][CH2:22][CH2:23][CH2:24][CH3:25])=[C:14]([C:26]([F:29])([F:28])[F:27])[CH:13]=2)[CH2:8][O:7]C(C)=[N:5]1.[ClH:30]>C(O)C>[ClH:30].[NH2:5][C:4]([CH2:10][CH2:11][C:12]1[CH:17]=[CH:16][C:15]([O:18][CH2:19][CH2:20][CH2:21][CH2:22][CH2:23][CH2:24][CH3:25])=[C:14]([C:26]([F:27])([F:28])[F:29])[CH:13]=1)([CH2:3][CH2:2][F:1])[CH2:8][OH:7] |f:3.4|. Procedure details: Compound 22-1 (400 mg) was dissolved in ethanol (10 ml), concentrated hydrochloric acid (2 ml) was added, and the mixture was stirred at 70° C. for 4.5 hr. The reaction mixture was concentrated, and the residue was washed with diisopropyl ether to give the object product (360 mg) as a white powder. Reactants: CC(=O)Cl, Cc1cc(O)ccc1C(C)C, ClCCl, c1ccncc1. The product is CC(=O)Oc1ccc(C(C)C)c(C)c1. RXN SMILES: [CH3:18][C:19]([Cl:20])=[O:21].[CH:1]([CH3:2])([CH3:3])[c:4]1[c:5]([CH3:11])[cH:6][c:7]([OH:10])[cH:8][cH:9]1.[Cl:22][CH2:23][Cl:24].[cH:12]1[cH:13][cH:14][n:15][cH:16][cH:17]1>>[CH:1]([CH3:2])([CH3:3])[c:4]1[c:5]([CH3:11])[cH:6][c:7]([O:10][C:19]([CH3:18])=[O:21])[cH:8][cH:9]1. Starting materials: C(C)(C)(C)OC(=O)N1N=CC=C1C=1C=CC2=C3N(N=C2C1)C=C(C(=N3)C3=CC=C(C=C3)C3(CCC3)NC(=O)OC(C)(C)C)C3=CC=CC=C3 (5-[2-(4-{1-[(tert-butoxycarbonyl)amino]cyclobutyl}phenyl)-3-phenylpyrimido[1,2-b]indazol-8-yl]pyrazole-1-carboxylic acid tert-butyl ester). The solvent is Cl (hydrogen chloride), O1CCOCC1 (dioxane). Yields the product C1(=CC=CC=C1)C=1C(=NC=2N(N=C3C=C(C=CC23)C2=CC=NN2)C1)C1=CC=C(C=C1)C1(CCC1)N (1-{4-[3-Phenyl-8-(1H-pyrazol-5-yl)pyrimido[1,2-b]indazol-2-yl]phenyl}-cyclobutylamine). Isolated yield 22.8%. RXN SMILES: C(OC([N:8]1[C:12]([C:13]2[CH:14]=[CH:15][C:16]3[C:20]([CH:21]=2)=[N:19][N:18]2[CH:22]=[C:23]([C:44]4[CH:49]=[CH:48][CH:47]=[CH:46][CH:45]=4)[C:24]([C:26]4[CH:31]=[CH:30][C:29]([C:32]5([NH:36]C(OC(C)(C)C)=O)[CH2:35][CH2:34][CH2:33]5)=[CH:28][CH:27]=4)=[N:25][C:17]=32)=[CH:11][CH:10]=[N:9]1)=O)(C)(C)C>Cl.O1CCOCC1>[C:44]1([C:23]2[C:24]([C:26]3[CH:27]=[CH:28][C:29]([C:32]4([NH2:36])[CH2:35][CH2:34][CH2:33]4)=[CH:30][CH:31]=3)=[N:25][C:17]3[N:18]([CH:22]=2)[N:19]=[C:20]2[C:16]=3[CH:15]=[CH:14][C:13]([C:12]3[NH:8][N:9]=[CH:10][CH:11]=3)=[CH:21]2)[CH:49]=[CH:48][CH:47]=[CH:46][CH:45]=1. Procedure details: 206.7 mg Crude 5-[2-(4-{1-[(tert-butoxycarbonyl)amino]cyclobutyl}phenyl)-3-phenylpyrimido[1,2-b]indazol-8-yl]pyrazole-1-carboxylic acid tert-butyl ester, intermediate example Int-3-0, were dissolved in 15 mL 4 M hydrogen chloride in dioxane. The reaction mixture was stirred over night at room temperature. After evaporation of the solvent the residue was dissolved in methanol and given on a PoraPak Rxn CX column. The column was washed with 100 mL methanol, and the product was eluted with methanol... Starting materials: [H][H] (hydrogen), [H][H] (hydrogen), C(C1=CC=CC=C1)OC1=CC(=C(C=C1)C(=O)OC(CCCCCOCC)C(F)(F)F)F (4-benzyloxy-2-fluoro-1-(6-ethoxy-1-trifluoromethylhexyloxycarbonyl)-benzene). Reagents/catalysts: [Pd].[C] (Pd carbon). Run in C(C)(=O)OCC (ethyl acetate). The product is OC1=CC(=C(C=C1)C(=O)OC(CCCCCOCC)C(F)(F)F)F (4-hydroxy-2-fluoro-1-(6-ethoxy-1-trifluoromethyl-hexyloxycarbonyl)benzene). Reaction SMILES: C([O:8][C:9]1[CH:14]=[CH:13][C:12]([C:15]([O:17][CH:18]([C:27]([F:30])([F:29])[F:28])[CH2:19][CH2:20][CH2:21][CH2:22][CH2:23][O:24][CH2:25][CH3:26])=[O:16])=[C:11]([F:31])[CH:10]=1)C1C=CC=CC=1.[H][H]>[Pd].[C].C(OCC)(=O)C>[OH:8][C:9]1[CH:14]=[CH:13][C:12]([C:15]([O:17][CH:18]([C:27]([F:28])([F:29])[F:30])[CH2:19][CH2:20][CH2:21][CH2:22][CH2:23][O:24][CH2:25][CH3:26])=[O:16])=[C:11]([F:31])[CH:10]=1 |f:2.3|. Procedure: An autoclave was charged with 1 g of 4-benzyloxy-2-fluoro-1-(6-ethoxy-1-trifluoromethylhexyloxycarbonyl)-benzene, 15 ml of ethyl acetate and 0.5 g of a 15 wt % Pd/carbon catalyst, the atmosphere in the autoclave was replaced with nitrogen and then with hydrogen, and the mixture was continuously stirred at room temperature until the hydrogen absorption terminated. After the reaction, the catalyst was filtered off. The ethyl acetate was distilled off to give a crude 4-hydroxy-2-fluoro-1-(6-ethoxy-... The reactants are ClCCCl, CS(=O)(=O)N(CC1CC1)c1ccccc1N1CCN(C(=O)C(CC(=O)O)Cc2ccc(Cl)cc2)CC1, ClCCl, CC(C)(C)OC(=O)N1CCNCC1, On1nnc2ccccc21. The product is CC(C)(C)OC(=O)N1CCN(C(=O)CC(Cc2ccc(Cl)cc2)C(=O)N2CCN(c3ccccc3N(CC3CC3)S(C)(=O)=O)CC2)CC1. Reaction SMILES: [CH2:60]([Cl:61])[CH2:62][Cl:63].[Cl:1][c:2]1[cH:3][cH:4][c:5]([CH2:8][CH:9]([CH2:10][C:11](=[O:12])[OH:13])[C:14](=[O:15])[N:16]2[CH2:17][CH2:18][N:19]([c:22]3[c:23]([N:28]([S:29](=[O:30])(=[O:31])[CH3:32])[CH2:33][CH:34]4[CH2:35][CH2:36]4)[cH:24][cH:25][cH:26][cH:27]3)[CH2:20][CH2:21]2)[cH:6][cH:7]1.[Cl:64][CH2:65][Cl:66].[N:37]1([C:43](=[O:44])[O:45][C:46]([CH3:47])([CH3:48])[CH3:49])[CH2:38][CH2:39][NH:40][CH2:41][CH2:42]1.[OH:50][n:51]1[c:52]2[c:53]([cH:54][cH:55][cH:56][cH:57]2)[n:58][n:59]1>>[Cl:1][c:2]1[cH:3][cH:4][c:5]([CH2:8][CH:9]([CH2:10][C:11](=[O:12])[N:40]2[CH2:39][CH2:38][N:37]([C:43](=[O:44])[O:45][C:46]([CH3:47])([CH3:48])[CH3:49])[CH2:42][CH2:41]2)[C:14](=[O:15])[N:16]2[CH2:17][CH2:18][N:19]([c:22]3[c:23]([N:28]([S:29](=[O:30])(=[O:31])[CH3:32])[CH2:33][CH:34]4[CH2:35][CH2:36]4)[cH:24][cH:25][cH:26][cH:27]3)[CH2:20][CH2:21]2)[cH:6][cH:7]1.